describe an organic reaction: reactants, conditions, products, and yield From a dataset of the Open Reaction Database (ORD), a public repository of structured organic reaction records. The reactants are C(C)OC=1C=C(N)C=CC1C (3-ethoxy-4-methylaniline), CNC(=O)OCC (methyl-urethane). Solvent: O1CCOCC1 (dioxane). The product is C(C)OC1CC(CCC1C)N (3-ethoxy-4-methyl-cyclohexylamine). RXN SMILES: CNC(OCC)=O.[CH2:8]([O:10][C:11]1[CH:12]=[C:13]([CH:15]=[CH:16][C:17]=1[CH3:18])[NH2:14])[CH3:9]>O1CCOCC1>[CH2:8]([O:10][CH:11]1[CH:17]([CH3:18])[CH2:16][CH2:15][CH:13]([NH2:14])[CH2:12]1)[CH3:9]. Reported procedure: 4 g of N-[4-(β-<2-methoxy-5-methylbenzamido>-ethyl)-benzenesulfonyl]-methyl-urethane (melting point 175° - 177°C) are suspended in 75 ml of dioxane and 1.7 g of 3-ethoxy-4-methyl-cyclohexylamine (boiling at 80°C under a pressure of 10 mm of mercury) obtained by hydrogenation of the nucleus of 3-ethoxy-4-methylaniline at Co2O3 at 260° C and 250 atmospheres H2) are added. The whole is heated for 1 hour to 110°C. Then the N-[4-(β-<2-methoxy-5-methylbenzamido>-ethyl)-benzenesulfonyl]-N'-(3-ethoxy-4-...